Dataset: the Open Reaction Database (ORD), a public repository of structured organic reaction records. Task: describe an organic reaction: reactants, conditions, products, and yield The reactants are O=C(OCc1ccccc1)c1ccc(Oc2c(F)c(F)c(-c3c(F)c(F)c(F)c(F)c3F)c(F)c2F)cc1, CN(C)C=O, [K+], O=[N+]([O-])c1ccc([O-])cc1OCc1ccccc1. The product is O=C(OCc1ccccc1)c1ccc(Oc2c(F)c(F)c(-c3c(F)c(F)c(Oc4ccc([N+](=O)[O-])c(OCc5ccccc5)c4)c(F)c3F)c(F)c2F)cc1. Reaction SMILES: [CH2:1]([c:2]1[cH:3][cH:4][cH:5][cH:6][cH:7]1)[O:8][C:9](=[O:10])[c:11]1[cH:12][cH:13][c:14]([O:15][c:16]2[c:17]([F:36])[c:18]([F:35])[c:19](-[c:24]3[c:25]([F:34])[c:26]([F:33])[c:27]([F:32])[c:28]([F:31])[c:29]3[F:30])[c:20]([F:23])[c:21]2[F:22])[cH:37][cH:38]1.[CH3:58][N:59]([CH3:60])[CH:61]=[O:62].[K+:57].[N+:39](=[O:40])([O-:41])[c:42]1[c:43]([O:49][CH2:50][c:51]2[cH:52][cH:53][cH:54][cH:55][cH:56]2)[cH:44][c:45]([O-:46])[cH:47][cH:48]1>>[CH2:1]([c:2]1[cH:3][cH:4][cH:5][cH:6][cH:7]1)[O:8][C:9](=[O:10])[c:11]1[cH:12][cH:13][c:14]([O:15][c:16]2[c:17]([F:36])[c:18]([F:35])[c:19](-[c:24]3[c:25]([F:34])[c:26]([F:33])[c:27]([O:46][c:45]4[cH:44][c:43]([O:49][CH2:50][c:51]5[cH:52][cH:53][cH:54][cH:55][cH:56]5)[c:42]([N+:39](=[O:40])[O-:41])[cH:48][cH:47]4)[c:28]([F:31])[c:29]3[F:30])[c:20]([F:23])[c:21]2[F:22])[cH:37][cH:38]1. Reactants: BrC1=C(OC2=C1C=C(C=C2)CN2C(=NC(=C2C(=O)OCC)Cl)CC)C2=C(C=CC=C2)NS(=O)(=O)C(F)(F)F (Ethyl 1-[[3-bromo-2-[2-[[(trifluoromethyl)sulphonyl]amino]phenyl]-5-benzofuranyl]methyl]-4-chloro-2-ethyl-1H-imidazole-5-carboxylate). Run in CO (methanol), [OH-].[Na+] (NaOH). The product is BrC1=C(OC2=C1C=C(C=C2)CN2C(=NC(=C2C(=O)O)Cl)CC)C2=C(C=CC=C2)NS(=O)(=O)C(F)(F)F (1-[[3-Bromo-2-[2-[[(trifluoromethyl)sulphonyl]amino]phenyl]-5-benzofuranyl]methyl]-4-chloro-2-ethyl-1H-imidazole-5-carboxylic acid). Isolated yield 91.5%. As a reaction SMILES: [Br:1][C:2]1[C:6]2[CH:7]=[C:8]([CH2:11][N:12]3[C:16]([C:17]([O:19]CC)=[O:18])=[C:15]([Cl:22])[N:14]=[C:13]3[CH2:23][CH3:24])[CH:9]=[CH:10][C:5]=2[O:4][C:3]=1[C:25]1[CH:30]=[CH:29][CH:28]=[CH:27][C:26]=1[NH:31][S:32]([C:35]([F:38])([F:37])[F:36])(=[O:34])=[O:33]>CO.[OH-].[Na+]>[Br:1][C:2]1[C:6]2[CH:7]=[C:8]([CH2:11][N:12]3[C:16]([C:17]([OH:19])=[O:18])=[C:15]([Cl:22])[N:14]=[C:13]3[CH2:23][CH3:24])[CH:9]=[CH:10][C:5]=2[O:4][C:3]=1[C:25]1[CH:30]=[CH:29][CH:28]=[CH:27][C:26]=1[NH:31][S:32]([C:35]([F:37])([F:38])[F:36])(=[O:34])=[O:33] |f:2.3|. Procedure details: A solution of product of Example 95 (0.4 g) in methanol (20 ml) and 2M NaOH (4 ml) was heated at reflux for 1.5 h. The solution was concentrated in vacuo. It was then diluted with water (10 ml) and extracted with diethyl ether (10 ml). The aqueous layer was acidified to pH5 with 2N HCl and extracted with ethyl acetate (3×20 ml). The combined organic extracts were dried and concentrated in vacuo to give the title compound (0.35 g) as a pale beige solid, m.p. 109°-110° (dec.).